Dataset: the Open Reaction Database (ORD), a public repository of structured organic reaction records. Task: describe an organic reaction: reactants, conditions, products, and yield Starting materials: FC1=CN=C2C=CC(N(C2=C1)CC=C)=O (7-Fluoro-1-(2-propen-1-yl)-1,5-naphthyridin-2(1H)-one), I(=O)(=O)(=O)[O-].[Na+] (sodium periodate), O (water), I(=O)(=O)(=O)[O-].[Na+] (sodium periodate), O (water). Reagents/catalysts: [Os](=O)(=O)(=O)=O (osmium tetroxide). The solvent is O1CCOCC1 (1,4-dioxane). Reaction conditions: temperature 0 celsius, time 1 hour. The product is FC1=CN=C2C=CC(N(C2=C1)CC=O)=O ((7-fluoro-2-oxo-1,5-naphthyridin-1(2H)-yl)acetaldehyde), solid. The yield is 90.0%. Reaction SMILES: [F:1][C:2]1[CH:11]=[C:10]2[C:5]([CH:6]=[CH:7][C:8](=[O:15])[N:9]2[CH2:12][CH:13]=C)=[N:4][CH:3]=1.O.I([O-])(=O)(=O)=[O:18].[Na+]>O1CCOCC1.[Os](=O)(=O)(=O)=O>[F:1][C:2]1[CH:11]=[C:10]2[C:5]([CH:6]=[CH:7][C:8](=[O:15])[N:9]2[CH2:12][CH:13]=[O:18])=[N:4][CH:3]=1 |f:2.3|. Procedure: 7-Fluoro-1-(2-propen-1-yl)-1,5-naphthyridin-2(1H)-one (1.683 g, 8.25 mmol) was dissolved in 1,4-dioxane (100 ml) and water (50 ml) was added. The solution was cooled to 0° C. and sodium periodate (5.29 g, 24.75 mmol) was added, followed by osmium tetroxide (9 mL of 4% aqueous solution). The stirred mixture was allowed to warm to rt, then stirred at rt for 1 h. The mixture was then treated with a further 100 ml of water and sodium periodate (10.58 g, 49.5 mmol) and stirred at rt for 1 h. The mixt...